From a dataset of the Open Reaction Database (ORD), a public repository of structured organic reaction records. describe an organic reaction: reactants, conditions, products, and yield The reactants are CC#N, CCc1nc2c(Cl)ncnc2n1C(C1CC1)C1CC1, COc1cn2ncnc(Oc3ccc(NC(=S)NC(=O)Cc4ccc(F)cc4)cc3F)c2c1C, C1CN2CCN1CC2. Yields the product CCc1nc2c(Oc3ccc(NC(=S)NC(=O)Cc4ccc(F)cc4)cc3F)ncnc2n1C(C1CC1)C1CC1. Reaction SMILES: [CH3:62][C:63]#[N:64].[Cl:35][c:36]1[c:37]2[n:38][c:39]([CH2:52][CH3:53])[n:40]([CH:45]([CH:46]3[CH2:47][CH2:48]3)[CH:49]3[CH2:50][CH2:51]3)[c:41]2[n:42][cH:43][n:44]1.[F:1][c:2]1[cH:3][c:4]([NH:21][C:22](=[S:23])[NH:24][C:25]([CH2:26][c:27]2[cH:28][cH:29][c:30]([F:33])[cH:31][cH:32]2)=[O:34])[cH:5][cH:6][c:7]1[O:8][c:9]1[c:10]2[c:11]([CH3:12])[c:13]([O:14][CH3:15])[cH:16][n:17]2[n:18][cH:19][n:20]1.[N:54]12[CH2:55][CH2:56][N:57]([CH2:58][CH2:59]1)[CH2:60][CH2:61]2>>[F:1][c:2]1[cH:3][c:4]([NH:21][C:22](=[S:23])[NH:24][C:25]([CH2:26][c:27]2[cH:28][cH:29][c:30]([F:33])[cH:31][cH:32]2)=[O:34])[cH:5][cH:6][c:7]1[O:8][c:36]1[c:37]2[n:38][c:39]([CH2:52][CH3:53])[n:40]([CH:45]([CH:46]3[CH2:47][CH2:48]3)[CH:49]3[CH2:50][CH2:51]3)[c:41]2[n:42][cH:43][n:44]1.